From a dataset of the Open Reaction Database (ORD), a public repository of structured organic reaction records. describe an organic reaction: reactants, conditions, products, and yield The reactants are Cl (HCl), COC=1C=C(CC2C(CCCC2)C(=O)O)C=CC1 (2-(3-methoxybenzyl)cyclohexanecarboxylic acid), [H-].[Al+3].[Li+].[H-].[H-].[H-] (lithium aluminum hydride). Solvent: C1CCOC1 (THF), C1CCOC1 (THF), C1CCOC1 (THF), O (water). Reaction conditions: temperature 60 celsius, time 4 hour. The product is COC=1C=C(CC2C(CCCC2)CO)C=CC1 ([2-(3-methoxybenzyl)cyclohexyl]methanol). Yield: 80.2%. RXN SMILES: [H-].[Al+3].[Li+].[H-].[H-].[H-].[CH3:7][O:8][C:9]1[CH:10]=[C:11]([CH:22]=[CH:23][CH:24]=1)[CH2:12][CH:13]1[CH2:18][CH2:17][CH2:16][CH2:15][CH:14]1[C:19](O)=[O:20].Cl>C1COCC1.O>[CH3:7][O:8][C:9]1[CH:10]=[C:11]([CH:22]=[CH:23][CH:24]=1)[CH2:12][CH:13]1[CH2:18][CH2:17][CH2:16][CH2:15][CH:14]1[CH2:19][OH:20] |f:0.1.2.3.4.5|. Procedure: Under N2 gas atmosphere, to a stirred mixture of lithium aluminum hydride (0.703 g) in THF (9 mL) was added 2-(3-methoxybenzyl)cyclohexanecarboxylic acid (2.3 g) in THF (9 mL) dropwise at 0° C. The reaction mixture was stirred at 0° C. for an hour, at ambient temperature for an hour, at 60° C. for 4 hours. The reaction mixture was cooled to 0° C. and was added mixed solution (1M HCl aqueous solution:THF=10:90) dropwise. The resulting mixture was diluted with water and was extracted with diethyle... Starting materials: CSc1scc[s+]1, CNc1ccccc1, CN(C)C=O, CCOC(C)=O, CC(C)=O, [O-][Cl+3]([O-])([O-])[O-]. Product: [O-][Cl+3]([O-])([O-])[O-], C[N+](c1ccccc1)=c1sccs1. As a reaction SMILES: [CH3:11][S:12][c:13]1[s+:14][cH:15][cH:16][s:17]1.[CH3:18][NH:19][c:20]1[cH:21][cH:22][cH:23][cH:24][cH:25]1.[CH3:1][N:2]([CH3:3])[CH:4]=[O:5].[CH3:26][CH2:27][O:28][C:29](=[O:30])[CH3:31].[CH3:32][C:33](=[O:34])[CH3:35].[Cl+3:6]([O-:7])([O-:8])([O-:9])[O-:10]>>[Cl+3:6]([O-:7])([O-:8])([O-:9])[O-:10].[c:13]1(=[N+:19]([CH3:18])[c:20]2[cH:21][cH:22][cH:23][cH:24][cH:25]2)[s:14][cH:15][cH:16][s:17]1. Starting materials: ClC1C2=C(OCC3=C1C=CC=C3)C=CC=C2 (11-Chloro-6,11-dihydrodibenz[b,e]oxepin), C(#N)[Cu] (CuCN). The solvent is C1=CC=CC=C1 (benzene). Product: C(#N)C1C2=C(OCC3=C1C=CC=C3)C=CC=C2 (11-cyano-6,11-dihydrodibenz[b,e]oxepin). The yield is 92.0%. Reaction SMILES: Cl[CH:2]1[C:8]2[CH:9]=[CH:10][CH:11]=[CH:12][C:7]=2[CH2:6][O:5][C:4]2[CH:13]=[CH:14][CH:15]=[CH:16][C:3]1=2.[C:17]([Cu])#[N:18]>C1C=CC=CC=1>[C:17]([CH:2]1[C:8]2[CH:9]=[CH:10][CH:11]=[CH:12][C:7]=2[CH2:6][O:5][C:4]2[CH:13]=[CH:14][CH:15]=[CH:16][C:3]1=2)#[N:18]. Procedure: 11-Chloro-6,11-dihydrodibenz[b,e]oxepin (32.69 g; 0.14 mole) is dissolved in dry benzene (300 ml) and placed under a dry nitrogen atmosphere. To this solution is added in one portion, CuCN (32.04 g; 0.35 mole). The reaction is heated to reflux for 31/2 hours and filtered while hot. After washing the salts with benzene, the filtrate is removed in vacuo to give a solid. This solid is triturated several times with isopropyl ether and finally hexane to give a solid (92%) of 11-cyano-6,11-dihydrodibe...